This data is from the Open Reaction Database (ORD), a public repository of structured organic reaction records. The task is: describe an organic reaction: reactants, conditions, products, and yield Reactants: Cl.Cl.N[C@H]([C@@H](C(=O)NC1CC1)O)CC ((2S,3S)-3-amino-N-cyclopropyl-2-hydroxypentanamide dihydrochloride), [N+](#[C-])CC (isocyanoethane). Yields the product Cl.Cl.N[C@H]([C@@H](C(=O)NCC)O)CC ((2S,3S)-3-Amino-N-ethyl-2-hydroxypentanamide dihydrochloride). Reaction SMILES: [ClH:1].Cl.[NH2:3][C@@H:4]([CH2:13][CH3:14])[C@H:5]([OH:12])[C:6]([NH:8][CH:9]1C[CH2:10]1)=[O:7].[N+](CC)#[C-]>>[ClH:1].[ClH:1].[NH2:3][C@@H:4]([CH2:13][CH3:14])[C@H:5]([OH:12])[C:6]([NH:8][CH2:9][CH3:10])=[O:7] |f:0.1.2,4.5.6|. Procedure: The title compound was prepared in analogy to (2S,3S)-3-amino-N-cyclopropyl-2-hydroxypentanamide dihydrochloride, Representative Procedure A, using isocyanoethane in the third step (A3). The reactants are COc1cc2c(c(-c3cccc(C)c3C)c1)OC(COS(=O)(=O)c1ccc(C)cc1)C2, CN, Cl. The product is CNCC1Cc2cc(OC)cc(-c3cccc(C)c3C)c2O1. Reaction SMILES: [CH3:2][c:3]1[c:4](-[c:10]2[cH:11][c:12]([O:31][CH3:32])[cH:13][c:14]3[c:18]2[O:17][CH:16]([CH2:19][O:20][S:21]([c:22]2[cH:23][cH:24][c:25]([CH3:26])[cH:27][cH:28]2)(=[O:29])=[O:30])[CH2:15]3)[cH:5][cH:6][cH:7][c:8]1[CH3:9].[CH3:33][NH2:34].[ClH:1]>>[CH3:2][c:3]1[c:4](-[c:10]2[cH:11][c:12]([O:31][CH3:32])[cH:13][c:14]3[c:18]2[O:17][CH:16]([CH2:19][NH:34][CH3:33])[CH2:15]3)[cH:5][cH:6][cH:7][c:8]1[CH3:9]. Reactants: [Br-].C(C=C)[N+]1(CC2=CC=CC=C2CC1)CC=C (N,N-diallyl 1,2,3,4-tetrahydroisoquinolinium bromide), [Cl-].C(C=C)[NH2+]CC=C (diallylammonium chloride), Cl.Cl.N(=NC(C)(C)C(N)=N)C(C)(C)C(N)=N (2,2′-azobis(2-amidinopropane) dihydrochloride). Run in O (water). Reaction conditions: temperature 70 celsius. Yields the product [Br-].C(C=C)[N+]1(CC2=CC=CC=C2CC1)CC=C.[Cl-].C(C=C)[NH2+]CC=C (N,N-diallyl 1,2,3,4-tetrahydroisoquinolinium Bromide Diallylammonium chloride). RXN SMILES: [Br-:1].[CH2:2]([N+:5]1([CH2:15][CH:16]=[CH2:17])[CH2:14][CH2:13][C:12]2[C:7](=[CH:8][CH:9]=[CH:10][CH:11]=2)[CH2:6]1)[CH:3]=[CH2:4].[Cl-:18].[CH2:19]([NH2+:22][CH2:23][CH:24]=[CH2:25])[CH:20]=[CH2:21].Cl.Cl.N(C(C(=N)N)(C)C)=NC(C(=N)N)(C)C>O>[Br-:1].[CH2:15]([N+:5]1([CH2:2][CH:3]=[CH2:4])[CH2:14][CH2:13][C:12]2[C:7](=[CH:8][CH:9]=[CH:10][CH:11]=2)[CH2:6]1)[CH:16]=[CH2:17].[Cl-:18].[CH2:19]([NH2+:22][CH2:23][CH:24]=[CH2:25])[CH:20]=[CH2:21] |f:0.1,2.3,4.5.6,8.9.10.11|. Procedure details: N,N-diallyl 1,2,3,4-tetrahydroisoquinolinium bromide (15.0 g, EXAMPLE 5), and diallylammonium chloride (2.9 9, EXAMPLE 7) were dissolved in 18 mL deionized water. To this aqueous solution was added 0.5 g of 2,2′-azobis(2-amidinopropane) dihydrochloride, and the reaction mixture was bubbled with a slow stream of nitrogen gas for 45 minutes. While stirring, the temperature was raised to 70° C. The reaction mixture was stirred at 70° C. for 48 hours. After cooling to room temperature, 34.0 9 of vis... Product: CCOC(=O)Cc1ccc(N2C(=O)c3c(c(OCC)c4ccccc4c3OCC)C2=O)cc1. As a reaction SMILES: [CH2:1]([CH3:2])[O:3][c:4]1[c:5]2[c:6]([c:7]([O:14][CH2:15][CH3:16])[c:8]3[cH:9][cH:10][cH:11][cH:12][c:13]13)[C:17](=[O:18])[O:19][C:20]2=[O:21].[CH3:36][C:37](=[O:38])[OH:39].[NH2:22][c:23]1[cH:24][cH:25][c:26]([CH2:29][C:30](=[O:31])[O:32][CH2:33][CH3:34])[cH:27][cH:28]1.[OH2:35]>>[CH2:1]([CH3:2])[O:3][c:4]1[c:5]2[c:6]([c:7]([O:14][CH2:15][CH3:16])[c:8]3[cH:9][cH:10][cH:11][cH:12][c:13]13)[C:17](=[O:18])[N:22]([c:23]1[cH:24][cH:25][c:26]([CH2:29][C:30](=[O:31])[O:32][CH2:33][CH3:34])[cH:27][cH:28]1)[C:20]2=[O:19]. Reactants: CCOc1c2c(c(OCC)c3ccccc13)C(=O)OC2=O, CC(=O)O, CCOC(=O)Cc1ccc(N)cc1, O. The reactants are C(C)(C)(C)OC(=O)N1CCC(CC1)N1N(C(=C(C1=O)C1=CC=C(C=C1)F)C1=NC(=NC=C1)NC(C)C1=CC=CC=C1)C (4-{4-(4-fluorophenyl)-2-methyl-5-oxo-3-[2-(1-phenylethylamino)-pyrimidin-4-yl]-2,5-dihydro-pyrazol-1-yl}-piperidine-1-carboxylic acid tert-butyl ester), C(=O)(C(F)(F)F)O (TFA). Solvent: C(Cl)Cl (CH2Cl2), C(Cl)Cl (CH2Cl2). Run at time 0.5 hour. Product: C(C)(C)(C)OC(=O)N1CCC(CC1)NN(C)C(CC1=CC=C(C=C1)F)=O (4-{N′-[2-(4-fluoro-phenyl)-acetyl]-N′-methyl-hydrazino}-piperidine-1-carboxylic acid tert-butyl ester), FC1=CC=C(C=C1)C=1C(N(N(C1C1=NC(=NC=C1)NC(C)C1=CC=CC=C1)C)C1CCNCC1)=O (4-(4-fluorophenyl)-1-methyl-5-[2-(1-phenylethylamino)-pyrimidin-4-yl]-2-piperidin-4-yl-1,2-dihydropyrazol-3-one). Isolated yield 45.0%. Reaction SMILES: [C:1]([O:5][C:6]([N:8]1[CH2:13][CH2:12][CH:11]([N:14]2[C:18](=[O:19])[C:17]([C:20]3[CH:25]=[CH:24][C:23]([F:26])=[CH:22][CH:21]=3)=[C:16]([C:27]3[CH:32]=[CH:31][N:30]=[C:29]([NH:33][CH:34]([C:36]4[CH:41]=[CH:40][CH:39]=[CH:38][CH:37]=4)[CH3:35])[N:28]=3)[N:15]2[CH3:42])[CH2:10][CH2:9]1)=[O:7])([CH3:4])([CH3:3])[CH3:2].C(O)(C(F)(F)F)=[O:44]>C(Cl)Cl>[C:1]([O:5][C:6]([N:8]1[CH2:13][CH2:12][CH:11]([NH:14][N:15]([C:16](=[O:44])[CH2:17][C:20]2[CH:25]=[CH:24][C:23]([F:26])=[CH:22][CH:21]=2)[CH3:42])[CH2:10][CH2:9]1)=[O:7])([CH3:4])([CH3:3])[CH3:2].[F:26][C:23]1[CH:22]=[CH:21][C:20]([C:17]2[C:18](=[O:19])[N:14]([CH:11]3[CH2:12][CH2:13][NH:8][CH2:9][CH2:10]3)[N:15]([CH3:42])[C:16]=2[C:27]2[CH:32]=[CH:31][N:30]=[C:29]([NH:33][CH:34]([C:36]3[CH:41]=[CH:40][CH:39]=[CH:38][CH:37]=3)[CH3:35])[N:28]=2)=[CH:25][CH:24]=1. Reported procedure: To a solution of 4-{4-(4-fluorophenyl)-2-methyl-5-oxo-3-[2-(1-phenylethylamino)-pyrimidin-4-yl]-2,5-dihydro-pyrazol-1-yl}-piperidine-1-carboxylic acid tert-butyl ester, 26, (9 g, 15.7 mmol) in CH2Cl2 (90 mL) is added 20% TFA in CH2Cl2. After stirring at room temperature for 0.5 h, the reaction mixture is concentrated in vacuo. Purification by preparatory HPLC affords 4.2 9 (45% yield) of the desired product: [α]D −41.0° (c 1.7, MeOH); 1H NMR (300 MHz, CD3OD) δ 8.25 (d, J=4.8 Hz, 1H), 7.40-7.00 (... The reactants are C(C)C(CO)CCCC (2-Ethylhexyl alcohol), C(C1=CN=CC=C1)(=O)O (nicotinic acid). The solvent is resin. Conditions: temperature 200 celsius, time 6 hour. Product: C(C1=CN=CC=C1)(=O)OCC(CCCC)CC (2-EthylHexyl Nicotinate). RXN SMILES: [CH2:1]([CH:3]([CH2:6][CH2:7][CH2:8][CH3:9])[CH2:4][OH:5])[CH3:2].[C:10](O)(=[O:17])[C:11]1[CH:16]=[CH:15][CH:14]=[N:13][CH:12]=1>>[C:10]([O:5][CH2:4][CH:3]([CH2:1][CH3:2])[CH2:6][CH2:7][CH2:8][CH3:9])(=[O:17])[C:11]1[CH:16]=[CH:15][CH:14]=[N:13][CH:12]=1. Procedure details: 2-Ethylhexyl alcohol (215.5 g, 1.65 mol) was charged to a 500 ml resin kettle and equipped with mechanical stir, a Dean-Stark trap and a thermocouple. The mixture was stirred at 300 rpm and nicotinic acid (61.5 g, 0.5 mol) was added in portions through a powder funnel. The mixture was heated to 200° C. with sub-surface nitrogen flow and held for 6 hours. The mixture was then cooled to 150° C. and vacuum was applied to −15 in Hg and held for 45 min. 22.9 g process oil was added and the mixture wa... The reactants are CCOC(=O)C=O, C[Si](C)(C)[N-][Si](C)(C)C, CC(C)[O-], CC(C)[O-], CC(C)[O-], Cl[Ti+3], [Li+], C1CCOC1, CCC(=O)c1cnc(-c2ccccc2)s1. The product is CCOC(=O)C(O)C(C)C(=O)c1cnc(-c2ccccc2)s1. Reaction SMILES: [C:26]([CH:27]=[O:28])(=[O:29])[O:30][CH2:31][CH3:32].[CH3:16][Si:17]([N-:18][Si:19]([CH3:20])([CH3:21])[CH3:22])([CH3:23])[CH3:24].[CH3:38][CH:39]([CH3:40])[O-:41].[CH3:42][CH:43]([CH3:44])[O-:45].[CH3:46][CH:47]([CH3:48])[O-:49].[Cl:50][Ti+3:51].[Li+:25].[O:33]1[CH2:34][CH2:35][CH2:36][CH2:37]1.[c:1]1(-[c:7]2[s:8][c:9]([C:12]([CH2:13][CH3:14])=[O:15])[cH:10][n:11]2)[cH:2][cH:3][cH:4][cH:5][cH:6]1>>[c:1]1(-[c:7]2[s:8][c:9]([C:12]([CH:13]([CH3:14])[CH:27]([C:26](=[O:29])[O:30][CH2:31][CH3:32])[OH:28])=[O:15])[cH:10][n:11]2)[cH:2][cH:3][cH:4][cH:5][cH:6]1.